From a dataset of the Open Reaction Database (ORD), a public repository of structured organic reaction records. describe an organic reaction: reactants, conditions, products, and yield The reactants are FC(C=1C=C(CN(C=2N=NN(N2)CCN2C(C3=CC=CC=C3C2=O)=O)[C@@H]2C3=C(N(CCC2)CC2CC2)C=C(C(=C3)C)C(F)(F)F)C=C(C1)C(F)(F)F)(F)F ((S)-2-(2-{5-[(3,5-Bis-trifluoromethyl-benzyl)-(1-cyclopropylmethyl-7-methyl-8-trifluoromethyl-2,3,4,5-tetrahydro-1H-benzo[b]azepin-5-yl)-amino]-tetrazol-2-yl}-ethyl)-isoindole-1,3-dione), O.NN (hydrazine hydrate). The solvent is CO (methanol). Yields the product NCCN1N=C(N=N1)N([C@@H]1C2=C(N(CCC1)CC1CC1)C=C(C(=C2)C)C(F)(F)F)CC2=CC(=CC(=C2)C(F)(F)F)C(F)(F)F ((S)-[2-(2-Amino-ethyl)-2H-tetrazol-5-yl]-(3,5-bis-trifluoromethyl-benzyl)-(1-cyclopropylmethyl-7-methyl-8-trifluoromethyl-2,3,4,5-tetrahydro-1H-benzo[b]azepin-5-yl)-amine). Reaction SMILES: [F:1][C:2]([F:54])([F:53])[C:3]1[CH:4]=[C:5]([CH:46]=[C:47]([C:49]([F:52])([F:51])[F:50])[CH:48]=1)[CH2:6][N:7]([C@H:26]1[CH2:32][CH2:31][CH2:30][N:29]([CH2:33][CH:34]2[CH2:36][CH2:35]2)[C:28]2[CH:37]=[C:38]([C:42]([F:45])([F:44])[F:43])[C:39]([CH3:41])=[CH:40][C:27]1=2)[C:8]1[N:9]=[N:10][N:11]([CH2:13][CH2:14][N:15]2C(=O)C3C(=CC=CC=3)C2=O)[N:12]=1.O.NN>CO>[NH2:15][CH2:14][CH2:13][N:11]1[N:10]=[N:9][C:8]([N:7]([CH2:6][C:5]2[CH:4]=[C:3]([C:2]([F:1])([F:53])[F:54])[CH:48]=[C:47]([C:49]([F:52])([F:51])[F:50])[CH:46]=2)[C@H:26]2[CH2:32][CH2:31][CH2:30][N:29]([CH2:33][CH:34]3[CH2:36][CH2:35]3)[C:28]3[CH:37]=[C:38]([C:42]([F:44])([F:45])[F:43])[C:39]([CH3:41])=[CH:40][C:27]2=3)=[N:12]1 |f:1.2|. Procedure details: Heat the mixture of (S)-2-(2-{5-[(3,5-Bis-trifluoromethyl-benzyl)-(1-cyclopropylmethyl-7-methyl-8-trifluoromethyl-2,3,4,5-tetrahydro-1H-benzo[b]azepin-5-yl)-amino]-tetrazol-2-yl}-ethyl)-isoindole-1,3-dione (0.140 g, 0.183 mmol) and hydrazine hydrate (0.114 mL, 3.66 mmol) in methanol (2 mL) at 60° C. overnight. Evaporate the solvents. Reactants: OC1=C2CC(NC2=CC=C1)=O (4-hydroxy-2-oxindole), S(=O)(=O)(OC[C@@H]1CO1)C1=CC=C([N+](=O)[O-])C=C1 ((S)-glycidyl nosylate), C([O-])([O-])=O.[K+].[K+] (potassium carbonate), Intermediate 1. Product: O1[C@@H](C1)COC1=C2CC(NC2=CC=C1)=O (4-[(2S)-Oxiranylmethoxy]-2-oxindole). Yield: 21.8%. Reaction SMILES: [OH:1][C:2]1[CH:10]=[CH:9][CH:8]=[C:7]2[C:3]=1[CH2:4][C:5](=[O:11])[NH:6]2.S(C1C=CC([N+]([O-])=O)=CC=1)(O[CH2:16][C@H:17]1[O:19][CH2:18]1)(=O)=O.C(=O)([O-])[O-].[K+].[K+]>>[O:19]1[CH2:18][C@H:17]1[CH2:16][O:1][C:2]1[CH:10]=[CH:9][CH:8]=[C:7]2[C:3]=1[CH2:4][C:5](=[O:11])[NH:6]2 |f:2.3.4|. Reported procedure: Prepared from 4-hydroxy-2-oxindole (1.1 g, 7.38 mmol), (S)-glycidyl nosylate (1.91 g, 7.38 mmol) and potassium carbonate (1.1 g, 8 mmol) according to the procedure used for Intermediate 1 to give 0.33 g product as a white solid.